From a dataset of the Open Reaction Database (ORD), a public repository of structured organic reaction records. describe an organic reaction: reactants, conditions, products, and yield Starting materials: [O-2].[Zn+2] (Zinc oxide), N1[C@H](C(=O)O)CCC1 (L-proline), ZnO. The solvent is C(C)O (ethanol), C(C)O (ethanol). Yields the product [Zn].N1[C@H](C(=O)O)CCC1 (Zinc L-proline). Reaction SMILES: [O-2].[Zn+2:2].[NH:3]1[CH2:10][CH2:9][CH2:8][C@H:4]1[C:5]([OH:7])=[O:6]>C(O)C>[Zn:2].[NH:3]1[CH2:10][CH2:9][CH2:8][C@H:4]1[C:5]([OH:7])=[O:6] |f:0.1,4.5|. Procedure: Into a 500 ml beaker on a magnetic hot plate place magnetic stirrer, 2.07 g Zinc oxide DAB 6 and 25.36 g L-proline DAB 6 (1:9 molecular ratio) and 200 ml 65% ethanol. Heat to gentle boiling under stirring. After a few minutes the ZnO has dissolved. Allow the solution to cool, transfer into a 250 ml volumetric flask and fill to the mark with 65% ethanol. Filter into a bottle for storage. 150 μl of this stock solution contain 1 mg zinc and 16.1 mg L-proline.